This data is from the Open Reaction Database (ORD), a public repository of structured organic reaction records. The task is: describe an organic reaction: reactants, conditions, products, and yield Reactants: Cc1ccccc1, CN1CC(CCCl)Oc2c(ccc3ccccc23)C1=O, S=P12SP3(=S)SP(=S)(S1)SP(=S)(S2)S3. Yields the product CN1CC(CCCl)Oc2c(ccc3ccccc23)C1=S. As a reaction SMILES: [CH3:35][c:36]1[cH:37][cH:38][cH:39][cH:40][cH:41]1.[Cl:15][CH2:16][CH2:17][CH:18]1[O:19][c:20]2[c:21]([cH:27][cH:28][c:29]3[cH:30][cH:31][cH:32][cH:33][c:34]23)[C:22](=[O:26])[N:23]([CH3:25])[CH2:24]1.[P:1]12(=[S:2])[S:3][P:4]3(=[S:14])[S:5][P:6](=[S:12])([S:7][P:8](=[S:11])([S:9]3)[S:10]1)[S:13]2>>[S:2]=[C:22]1[c:21]2[c:20]([c:34]3[c:29]([cH:28][cH:27]2)[cH:30][cH:31][cH:32][cH:33]3)[O:19][CH:18]([CH2:17][CH2:16][Cl:15])[CH2:24][N:23]1[CH3:25]. The reactants are CO, COC(=O)c1ccc2c(-c3c(F)cccc3F)nn(-c3ccc(C)cc3)c2c1, [Na+], C1CCOC1, [OH-]. The product is Cc1ccc(-n2nc(-c3c(F)cccc3F)c3ccc(C(=O)O)cc32)cc1. As a reaction SMILES: [CH3:31][OH:32].[F:1][c:2]1[c:3](-[c:9]2[n:10][n:11](-[c:22]3[cH:23][cH:24][c:25]([CH3:28])[cH:26][cH:27]3)[c:12]3[cH:13][c:14]([C:18](=[O:19])[O:20][CH3:21])[cH:15][cH:16][c:17]23)[c:4]([F:8])[cH:5][cH:6][cH:7]1.[Na+:30].[O:33]1[CH2:34][CH2:35][CH2:36][CH2:37]1.[OH-:29]>>[F:1][c:2]1[c:3](-[c:9]2[n:10][n:11](-[c:22]3[cH:23][cH:24][c:25]([CH3:28])[cH:26][cH:27]3)[c:12]3[cH:13][c:14]([C:18](=[O:19])[OH:20])[cH:15][cH:16][c:17]23)[c:4]([F:8])[cH:5][cH:6][cH:7]1. Starting materials: CC=1CC(N(N1)C1=NC=CC=C1)=O (5-methyl-2-(2-pyridinyl)-2,4-dihydro-3H-pyrazol-3-one), CN(C1=CC=C(C=O)C=C1)C (4-(dimethylamino)benzaldehyde), N1CCCCC1 (piperidine). Run in O (water), C(C)O (ethanol). Yields the product CN(C1=CC=C(\C=C/2\C(N(N=C2C)C2=NC=CC=C2)=O)C=C1)C ((4E)-4-[4-(dimethylamino)-benzylidene]-5-methyl-2-(2-pyridinyl)-2,4-dihydro-3H-pyrazol-3-one). Reaction SMILES: [CH3:1][C:2]1[CH2:3][C:4](=[O:13])[N:5]([C:7]2[CH:12]=[CH:11][CH:10]=[CH:9][N:8]=2)[N:6]=1.[CH3:14][N:15]([CH3:24])[C:16]1[CH:23]=[CH:22][C:19]([CH:20]=O)=[CH:18][CH:17]=1.N1CCCCC1>C(O)C.O>[CH3:14][N:15]([CH3:24])[C:16]1[CH:23]=[CH:22][C:19](/[CH:20]=[C:3]2/[C:4](=[O:13])[N:5]([C:7]3[CH:12]=[CH:11][CH:10]=[CH:9][N:8]=3)[N:6]=[C:2]/2[CH3:1])=[CH:18][CH:17]=1. Procedure details: 1.3 g (7.42 mmol) of 5-methyl-2-(2-pyridinyl)-2,4-dihydro-3H-pyrazol-3-one and 1.68 g (11.13 mmol) of 4-(dimethylamino)benzaldehyde are stirred under reflux with the addition of 3 ml of piperidine in absolute ethanol for 2 hours. The mixture is then diluted with water and the orange-red precipitate is filtered off, then washed with water and dried under reduced pressure. Reactants: CN1C(C(=CC(=C1)B1OC(C(O1)(C)C)(C)C)NC1=NC=C(C=C1)C(=O)N1CCOCC1)=O (Methyl-3-[5-(morpholine-4-carbonyl)-pyridin-2-ylamino]-5-(4,4,5,5-tetramethyl-1,3,2-dioxaborolan-2-yl)-1H-pyridin-2-one), BrC=1C(=C(C=CC1)N1C(C2=CC=C(C=C2C=C1)C1CC1)=O)C(O[SiH2]C(C)(C)C)(C)C (2-[3-bromo-2-(tert-butyl-dimethyl-silanyloxymethyl)-phenyl]-6-cyclopropyl-2H-isoquinolin-1-one), C([O-])([O-])=O.[Cs+].[Cs+] (cesium carbonate), ClCCl (dichloromethane). Solvent: O (water), O1CCOCC1 (dioxane). Conditions: time 16 hour. The product is C(C)(C)(C)[SiH2]OC(C1=C(C=CC=C1C1=CN(C(C(=C1)NC1=NC=C(C=C1)C(=O)N1CCOCC1)=O)C)N1C(C2=CC=C(C=C2C=C1)C1CC1)=O)(C)C (2-(2-(tert-Butyl-dimethyl-silanyloxymethyl)-3-{1-methyl-5-[5-(morpholine-4-carbonyl)-pyridin-2-ylamino]-6-oxo-1,6-dihydro-pyridin-3-yl}-phenyl)-6-cyclopropyl-2H-isoquinolin-1-one). Reaction SMILES: [CH3:1][N:2]1[CH:7]=[C:6](B2OC(C)(C)C(C)(C)O2)[CH:5]=[C:4]([NH:17][C:18]2[CH:23]=[CH:22][C:21]([C:24]([N:26]3[CH2:31][CH2:30][O:29][CH2:28][CH2:27]3)=[O:25])=[CH:20][N:19]=2)[C:3]1=[O:32].Br[C:34]1[C:35]([C:54]([CH3:62])([CH3:61])[O:55][SiH2:56][C:57]([CH3:60])([CH3:59])[CH3:58])=[C:36]([N:40]2[CH:49]=[CH:48][C:47]3[C:42](=[CH:43][CH:44]=[C:45]([CH:50]4[CH2:52][CH2:51]4)[CH:46]=3)[C:41]2=[O:53])[CH:37]=[CH:38][CH:39]=1.C(=O)([O-])[O-].[Cs+].[Cs+].ClCCl>O.O1CCOCC1>[C:57]([SiH2:56][O:55][C:54]([CH3:62])([CH3:61])[C:35]1[C:34]([C:6]2[CH:5]=[C:4]([NH:17][C:18]3[CH:23]=[CH:22][C:21]([C:24]([N:26]4[CH2:27][CH2:28][O:29][CH2:30][CH2:31]4)=[O:25])=[CH:20][N:19]=3)[C:3](=[O:32])[N:2]([CH3:1])[CH:7]=2)=[CH:39][CH:38]=[CH:37][C:36]=1[N:40]1[CH:49]=[CH:48][C:47]2[C:42](=[CH:43][CH:44]=[C:45]([CH:50]3[CH2:52][CH2:51]3)[CH:46]=2)[C:41]1=[O:53])([CH3:60])([CH3:58])[CH3:59] |f:2.3.4|. Reported procedure: Methyl-3-[5-(morpholine-4-carbonyl)-pyridin-2-ylamino]-5-(4,4,5,5-tetramethyl-1,3,2-dioxaborolan-2-yl)-1H-pyridin-2-one (99 mg, 0.22 mmol), 2-[3-bromo-2-(tert-butyl-dimethyl-silanyloxymethyl)-phenyl]-6-cyclopropyl-2H-isoquinolin-1-one (120 mg, 0.248 mmol), 2 mL dioxane, and a solution of cesium carbonate in water (370 mg/420 μL) were charged into a 4 mL reaction vial fitted with a stir bar and septum. Sparged the mixture with nitrogen for 15 min. Added [1,1′-bis(diphenylphosphino)ferrocene]palla... Reactants: CC(C)(C)O, N#Cc1cc2c(Cl)nccc2s1, COc1ccc(CCNCC(O)CO)cc1OC. Yields the product COc1ccc(CCNCC(O)COc2nccc3sc(C#N)cc23)cc1OC. Reaction SMILES: [C:31]([OH:32])([CH3:33])([CH3:34])[CH3:35].[Cl:19][c:20]1[n:21][cH:22][cH:23][c:24]2[c:25]1[cH:26][c:27]([C:29]#[N:30])[s:28]2.[OH:1][CH2:2][CH:3]([CH2:4][NH:5][CH2:6][CH2:7][c:8]1[cH:9][c:10]([O:16][CH3:17])[c:11]([O:14][CH3:15])[cH:12][cH:13]1)[OH:18]>>[O:1]([CH2:2][CH:3]([CH2:4][NH:5][CH2:6][CH2:7][c:8]1[cH:9][c:10]([O:16][CH3:17])[c:11]([O:14][CH3:15])[cH:12][cH:13]1)[OH:18])[c:20]1[n:21][cH:22][cH:23][c:24]2[c:25]1[cH:26][c:27]([C:29]#[N:30])[s:28]2.